From a dataset of the Open Reaction Database (ORD), a public repository of structured organic reaction records. describe an organic reaction: reactants, conditions, products, and yield The reactants are BrC1=C(C=C2C(=NNC2=C1)C=1C=NC(=CC1)Cl)F (6-bromo-3-(6-chloro-3-pyridinyl)-5-fluoro-1H-indazole), BrC1=C(C=C2C(=NNC2=C1)C=1C=NC(=CC1)Cl)F (6-bromo-3-(6-chloro-3-pyridinyl)-5-fluoro-1H-indazole), C(C)NC(C1=CC(=C(C=C1)C)B1OC(C(O1)(C)C)(C)C)=O (N-ethyl-4-methyl-3-(4,4,5,5-tetramethyl-1,3,2-dioxaborolan-2-yl)benzamide), C(C)NC(C1=CC(=C(C=C1)C)B1OC(C(O1)(C)C)(C)C)=O (N-ethyl-4-methyl-3-(4,4,5,5-tetramethyl-1,3,2-dioxaborolan-2-yl)benzamide), C([O-])(O)=O.[Na+] (sodium bicarbonate). Reagents/catalysts: C=1C=CC(=CC1)[P](C=2C=CC=CC2)(C=3C=CC=CC3)[Pd]([P](C=4C=CC=CC4)(C=5C=CC=CC5)C=6C=CC=CC6)([P](C=7C=CC=CC7)(C=8C=CC=CC8)C=9C=CC=CC9)[P](C=1C=CC=CC1)(C=1C=CC=CC1)C=1C=CC=CC1 (tetrakis(triphenylphosphine)palladium). The solvent is C(C)(C)O (isopropanol). Run at temperature 150 celsius. Yields the product ClC1=CC=C(C=N1)C1=NNC2=CC(=C(C=C12)F)C=1C=C(C(=O)NCC)C=CC1C (3-[3-(6-Chloro-3-pyridinyl)-5-fluoro-1H-indazol-6-yl]-N-ethyl-4-methylbenzamide). Isolated yield 8.2%. As a reaction SMILES: Br[C:2]1[CH:10]=[C:9]2[C:5]([C:6]([C:11]3[CH:12]=[N:13][C:14]([Cl:17])=[CH:15][CH:16]=3)=[N:7][NH:8]2)=[CH:4][C:3]=1[F:18].[CH2:19]([NH:21][C:22](=[O:39])[C:23]1[CH:28]=[CH:27][C:26]([CH3:29])=[C:25](B2OC(C)(C)C(C)(C)O2)[CH:24]=1)[CH3:20].C(=O)(O)[O-].[Na+]>C(O)(C)C.C1C=CC([P]([Pd]([P](C2C=CC=CC=2)(C2C=CC=CC=2)C2C=CC=CC=2)([P](C2C=CC=CC=2)(C2C=CC=CC=2)C2C=CC=CC=2)[P](C2C=CC=CC=2)(C2C=CC=CC=2)C2C=CC=CC=2)(C2C=CC=CC=2)C2C=CC=CC=2)=CC=1>[Cl:17][C:14]1[N:13]=[CH:12][C:11]([C:6]2[C:5]3[C:9](=[CH:10][C:2]([C:25]4[CH:24]=[C:23]([CH:28]=[CH:27][C:26]=4[CH3:29])[C:22]([NH:21][CH2:19][CH3:20])=[O:39])=[C:3]([F:18])[CH:4]=3)[NH:8][N:7]=2)=[CH:16][CH:15]=1 |f:2.3,^1:52,54,73,92|. Procedure details: A mixture of 6-bromo-3-(6-chloro-3-pyridinyl)-5-fluoro-1H-indazole (Intermediate 12, 16 mg), N-ethyl-4-methyl-3-(4,4,5,5-tetramethyl-1,3,2-dioxaborolan-2-yl)benzamide (Intermediate 10, 15 mg), 1M aqueous sodium bicarbonate (1 ml) and tetrakis(triphenylphosphine)palladium (0) (6 mg) in isopropanol (1 ml) was heated at 150° C. for 15 mins in a microwave oven. The reaction mixture was partitioned between chloroform and water and the organic layer separated via hydrophobic filter tube. The organic l...